describe an organic reaction: reactants, conditions, products, and yield From a dataset of the Open Reaction Database (ORD), a public repository of structured organic reaction records. Reactants: OC=1C=C(C=CC1)C1=NN2C(C=C(C=C2)NC(=O)C=2N(N=CC2C(=O)N2CCOCC2)C)=N1 (2-methyl-4-(morpholine-4-carbonyl)-2H-pyrazole-3-carboxylic acid [2-(3-hydroxy-phenyl)-[1,2,4]triazolo[1,5-a]pyridin-7-yl]-amide), BrCCF (1-bromo-2-fluoroethane), C(=O)([O-])[O-].[K+].[K+] (K2CO3). Solvent: CN(C)C=O (DMF), CCOC(=O)C (EtOAc). Reaction conditions: temperature 60 celsius, time 16 hour. Product: FCCOC=1C=C(C=CC1)C1=NN2C(C=C(C=C2)NC(=O)C=2N(N=CC2C(=O)N2CCOCC2)C)=N1 (2-methyl-4-(morpholine-4-carbonyl)-2H-pyrazole-3-carboxylic acid {2-[3-(2-fluoro-ethoxy)-phenyl]-[1,2,4]triazolo[1,5-a]pyridin-7-yl}-amide). Isolated yield 23.3%. Reaction SMILES: [OH:1][C:2]1[CH:3]=[C:4]([C:8]2[N:33]=[C:11]3[CH:12]=[C:13]([NH:16][C:17]([C:19]4[N:20]([CH3:32])[N:21]=[CH:22][C:23]=4[C:24]([N:26]4[CH2:31][CH2:30][O:29][CH2:28][CH2:27]4)=[O:25])=[O:18])[CH:14]=[CH:15][N:10]3[N:9]=2)[CH:5]=[CH:6][CH:7]=1.Br[CH2:35][CH2:36][F:37].C([O-])([O-])=O.[K+].[K+]>CN(C=O)C.CCOC(C)=O>[F:37][CH2:36][CH2:35][O:1][C:2]1[CH:3]=[C:4]([C:8]2[N:33]=[C:11]3[CH:12]=[C:13]([NH:16][C:17]([C:19]4[N:20]([CH3:32])[N:21]=[CH:22][C:23]=4[C:24]([N:26]4[CH2:27][CH2:28][O:29][CH2:30][CH2:31]4)=[O:25])=[O:18])[CH:14]=[CH:15][N:10]3[N:9]=2)[CH:5]=[CH:6][CH:7]=1 |f:2.3.4|. Procedure: To a solution of 2-methyl-4-(morpholine-4-carbonyl)-2H-pyrazole-3-carboxylic acid [2-(3-hydroxy-phenyl)-[1,2,4]triazolo[1,5-a]pyridin-7-yl]-amide (Example 80) (350 mg, 0.782 mmol) in DMF (5 ml) was added 1-bromo-2-fluoroethane (250 mg, 1.96 mmol) and K2CO3 (108 mg, 0.782 mmol). The reaction mixture was stirred at 60° C. for 16 h. The reaction mixture was diluted with EtOAc (30 ml) and washed with water (2×10 ml) and brine (15 ml). The organic layer was dried over anhydrous Na2SO4, filtered, and ... Starting materials: COC(=O)C1=CC2=C(N(C(=N2)CC=2OC=CC2)C2C(CCCC2)C)C=C1 (2-Furan-2-ylmethyl-1-(2-methyl-cyclohexyl)-1H-benzoimidazole-5-carboxylic acid methyl ester), [OH-].[Na+] (sodium hydroxide), Cl (hydrochloric acid). Run in CO (methanol). Run at time 16 hour. Yields the product O1C(=CC=C1)CC1=NC2=C(N1C1C(CCCC1)C)C=CC(=C2)C(=O)O (2-Furan-2-ylmethyl-1-(2-methyl-cyclohexyl)-1H-benzoimidazole-5-carboxylic acid). Yield: 54.5%. RXN SMILES: C[O:2][C:3]([C:5]1[CH:26]=[CH:25][C:8]2[N:9]([CH:18]3[CH2:23][CH2:22][CH2:21][CH2:20][CH:19]3[CH3:24])[C:10]([CH2:12][C:13]3[O:14][CH:15]=[CH:16][CH:17]=3)=[N:11][C:7]=2[CH:6]=1)=[O:4].[OH-].[Na+].Cl>CO>[O:14]1[CH:15]=[CH:16][CH:17]=[C:13]1[CH2:12][C:10]1[N:9]([CH:18]2[CH2:23][CH2:22][CH2:21][CH2:20][CH:19]2[CH3:24])[C:8]2[CH:25]=[CH:26][C:5]([C:3]([OH:4])=[O:2])=[CH:6][C:7]=2[N:11]=1 |f:1.2|. Procedure details: To 1.30 g of 2-Furan-2-ylmethyl-1-(2-methyl-cyclohexyl)-1H-benzoimidazole-5-carboxylic acid methyl ester in 15 ml of methanol were added 6 ml of 2 M aqueous sodium hydroxide solution. The reaction stirred at it for 16 h. The reaction mixture was adjusted to pH 5 by the addition of 2M aqueous hydrochloric acid and was extracted with ethyl acetate three times. The combined organic phases were dried over sodium sulphate and concentrated in vacuo. The residue was precipitated using heptane to yield ... The reactants are COC(C)C(=O)O, Cl, Cl, Cl, NC1CCC(CCN2CCN(c3nccc4c3CCO4)CC2)CC1. Yields the product COC(C)C(=O)NC1CCC(CCN2CCN(c3nccc4c3CCO4)CC2)CC1. As a reaction SMILES: [CH3:28][O:29][CH:30]([C:31](=[O:32])[OH:33])[CH3:34].[ClH:1].[ClH:2].[ClH:3].[O:4]1[CH2:5][CH2:6][c:7]2[c:8]([N:13]3[CH2:14][CH2:15][N:16]([CH2:19][CH2:20][CH:21]4[CH2:22][CH2:23][CH:24]([NH2:27])[CH2:25][CH2:26]4)[CH2:17][CH2:18]3)[n:9][cH:10][cH:11][c:12]21>>[O:4]1[CH2:5][CH2:6][c:7]2[c:8]([N:13]3[CH2:14][CH2:15][N:16]([CH2:19][CH2:20][CH:21]4[CH2:22][CH2:23][CH:24]([NH:27][C:31]([CH:30]([O:29][CH3:28])[CH3:34])=[O:32])[CH2:25][CH2:26]4)[CH2:17][CH2:18]3)[n:9][cH:10][cH:11][c:12]21. Starting materials: COC1=CC=CC2=C1C(CO2)NC=2OCC1=C(N2)C=CC(=C1)N (rac-N2-(4-Methoxy-2,3-dihydro-benzofuran-3-yl)-4H-benzo[d][1,3]oxazine-2,6-diamine), C(C)(=O)OC(C)=O (acetic anhydride). Yields the product COC1=CC=CC2=C1C(CO2)NC=2OCC1=C(N2)C=CC(=C1)NC(C)=O (rac-N-[2-(4-Methoxy-2,3-dihydro-benzofuran-3-ylamino)-4H-benzo[d][1,3]oxazin-6-yl]-acetamide). Isolated yield 88.2%. RXN SMILES: [CH3:1][O:2][C:3]1[C:8]2[CH:9]([NH:12][C:13]3[O:14][CH2:15][C:16]4[CH:22]=[C:21]([NH2:23])[CH:20]=[CH:19][C:17]=4[N:18]=3)[CH2:10][O:11][C:7]=2[CH:6]=[CH:5][CH:4]=1.[C:24](OC(=O)C)(=[O:26])[CH3:25]>>[CH3:1][O:2][C:3]1[C:8]2[CH:9]([NH:12][C:13]3[O:14][CH2:15][C:16]4[CH:22]=[C:21]([NH:23][C:24](=[O:26])[CH3:25])[CH:20]=[CH:19][C:17]=4[N:18]=3)[CH2:10][O:11][C:7]=2[CH:6]=[CH:5][CH:4]=1. Procedure details: Prepared from rac-N2-(4-methoxy-2,3-dihydro-benzofuran-3-yl)-4H-benzo[d][1,3]oxazine-2,6-diamine (Example 6) (100 mg, 0.321 mmol) and acetic anhydride (60.7 ul, 0.642 mmol) according to the procedure described for Example 48. Obtained the title compound as a white solid (100 mg, 88%), MS (ISP) m/e=354.2 [(M+H)+]. Reactants: COC1=NC2=CC=CC=C2C=C1NC(OC1=CC=CC=C1)=O (Phenyl N-(2-methoxyquinoline-3-yl)carbamate), ClC1=C(C=CC=C1)N1CCNCC1 (1-(2-chlorophenyl)piperazine). The product is COC1=NC2=CC=CC=C2C=C1NC(=O)N1CCN(CC1)C1=C(C=CC=C1)Cl (1-[(2-Methoxyquinolin-3-yl)aminocarbonyl]-4-(2-chlorophenyl)piperazine). The yield is 78.0%. As a reaction SMILES: [CH3:1][O:2][C:3]1[C:12]([NH:13][C:14](=[O:22])OC2C=CC=CC=2)=[CH:11][C:10]2[C:5](=[CH:6][CH:7]=[CH:8][CH:9]=2)[N:4]=1.[Cl:23][C:24]1[CH:29]=[CH:28][CH:27]=[CH:26][C:25]=1[N:30]1[CH2:35][CH2:34][NH:33][CH2:32][CH2:31]1>>[CH3:1][O:2][C:3]1[C:12]([NH:13][C:14]([N:33]2[CH2:32][CH2:31][N:30]([C:25]3[CH:26]=[CH:27][CH:28]=[CH:29][C:24]=3[Cl:23])[CH2:35][CH2:34]2)=[O:22])=[CH:11][C:10]2[C:5](=[CH:6][CH:7]=[CH:8][CH:9]=2)[N:4]=1. Reported procedure: Phenyl N-(2-methoxyquinoline-3-yl)carbamate and 1-(2-chlorophenyl)piperazine were reacted by the same way with the example 81 to obtain the titled compound.